From a dataset of the Open Reaction Database (ORD), a public repository of structured organic reaction records. describe an organic reaction: reactants, conditions, products, and yield Starting materials: CCCCC(=O)Nc1cccc(C(=O)OC)c1, CC(=O)OC(C)=O, O=[N+]([O-])O, O=S(=O)(O)O. Product: CCCCC(=O)Nc1cc(C(=O)OC)ccc1[N+](=O)[O-]. RXN SMILES: [C:1]([CH2:2][CH2:3][CH2:4][CH3:5])(=[O:6])[NH:7][c:8]1[cH:9][c:10]([C:11](=[O:12])[O:13][CH3:14])[cH:15][cH:16][cH:17]1.[CH3:27][C:28]([O:29][C:30](=[O:31])[CH3:32])=[O:33].[OH:18][N+:19]([O-:20])=[O:21].[S:22](=[O:23])(=[O:24])([OH:25])[OH:26]>>[C:1]([CH2:2][CH2:3][CH2:4][CH3:5])(=[O:6])[NH:7][c:8]1[cH:9][c:10]([C:11](=[O:12])[O:13][CH3:14])[cH:15][cH:16][c:17]1[N+:19](=[O:18])[O-:20]. Starting materials: ClCCl (dichloromethane), CN=C=O (methyl isocyanate), ClC1=CC=C(C=C1)C(N1CC(C1)=CS(=O)(=O)CC=1C=C(C=CC1)N1CCNCC1)C1=CC=C(C=C1)Cl (1-[3-({1-[bis-(4-chlorophenyl)methyl]azetidin-3-ylidene}methanesulfonylmethyl)phenyl]piperazine). Run in O (water). Reaction conditions: time 4 hour. The product is CNC(=O)N1CCN(CC1)C1=CC(=CC=C1)CS(=O)(=O)C=C1CN(C1)C(C1=CC=C(C=C1)Cl)C1=CC=C(C=C1)Cl (4-[3-({1-[bis-(4-chlorophenyl)methyl]azetidin-3-ylidene}methanesulfonylmethyl)phenyl]piperazine-1-carboxylic acid N-methylamide). Yield: 110.1%. Reaction SMILES: ClCCl.[CH3:4][N:5]=[C:6]=[O:7].[Cl:8][C:9]1[CH:14]=[CH:13][C:12]([CH:15]([C:37]2[CH:42]=[CH:41][C:40]([Cl:43])=[CH:39][CH:38]=2)[N:16]2[CH2:19][C:18](=[CH:20][S:21]([CH2:24][C:25]3[CH:26]=[C:27]([N:31]4[CH2:36][CH2:35][NH:34][CH2:33][CH2:32]4)[CH:28]=[CH:29][CH:30]=3)(=[O:23])=[O:22])[CH2:17]2)=[CH:11][CH:10]=1>O>[CH3:4][NH:5][C:6]([N:34]1[CH2:35][CH2:36][N:31]([C:27]2[CH:28]=[CH:29][CH:30]=[C:25]([CH2:24][S:21]([CH:20]=[C:18]3[CH2:17][N:16]([CH:15]([C:12]4[CH:11]=[CH:10][C:9]([Cl:8])=[CH:14][CH:13]=4)[C:37]4[CH:42]=[CH:41][C:40]([Cl:43])=[CH:39][CH:38]=4)[CH2:19]3)(=[O:22])=[O:23])[CH:26]=2)[CH2:32][CH2:33]1)=[O:7]. Procedure details: 2 cm3 of dichloromethane and then 11.5 mg of methyl isocyanate are successively added, at a temperature close to 20° C., to 54.25 mg of 1-[3-({1-[bis-(4-chlorophenyl)methyl]azetidin-3-ylidene}methanesulfonylmethyl)phenyl]piperazine. After stirring for 4 hours at a temperature close to 20° C., 0.05 cm3 of water is added to the mixture. After stirring for 15 minutes at the same temperature, the reaction medium is dried over magnesium sulfate, filtered on paper and concentrated to dryness under red...